The task is: describe an organic reaction: reactants, conditions, products, and yield. This data is from the Open Reaction Database (ORD), a public repository of structured organic reaction records. Reactants: CO, CC1(C)C(CC(Cl)(Cl)Cl)C1C(=O)O, [Na+], [OH-], O. The product is CC1(C)C(C=C(Cl)Cl)C1C(=O)O. RXN SMILES: [CH3:1][OH:2].[CH3:5][C:6]1([CH3:17])[CH:7]([C:14](=[O:15])[OH:16])[CH:8]1[CH2:9][C:10]([Cl:11])([Cl:12])[Cl:13].[Na+:4].[OH-:3].[OH2:18]>>[CH3:5][C:6]1([CH3:17])[CH:7]([C:14](=[O:15])[OH:16])[CH:8]1[CH:9]=[C:10]([Cl:11])[Cl:12]. The reactants are CCCCc1nc(C(O)CCC)c(C#N)n1Cc1ccc(-c2ccccc2C(=O)OC(C)(C)C)cc1, CCO, [Na+], [OH-]. Product: CCCCc1nc(C(O)CCC)c(C(N)=O)n1Cc1ccc(-c2ccccc2C(=O)OC(C)(C)C)cc1. RXN SMILES: [C:3]([CH3:4])([CH3:5])([CH3:6])[O:7][C:8](=[O:9])[c:10]1[c:11](-[c:16]2[cH:17][cH:18][c:19]([CH2:22][n:23]3[c:24]([CH2:35][CH2:36][CH2:37][CH3:38])[n:25][c:26]([CH:30]([CH2:31][CH2:32][CH3:33])[OH:34])[c:27]3[C:28]#[N:29])[cH:20][cH:21]2)[cH:12][cH:13][cH:14][cH:15]1.[CH3:39][CH2:40][OH:41].[Na+:2].[OH-:1]>>[O:1]=[C:28]([c:27]1[n:23]([CH2:22][c:19]2[cH:18][cH:17][c:16](-[c:11]3[c:10]([C:8]([O:7][C:3]([CH3:4])([CH3:5])[CH3:6])=[O:9])[cH:15][cH:14][cH:13][cH:12]3)[cH:21][cH:20]2)[c:24]([CH2:35][CH2:36][CH2:37][CH3:38])[n:25][c:26]1[CH:30]([CH2:31][CH2:32][CH3:33])[OH:34])[NH2:29]. Starting materials: ClC1=CC(=C(\C=C/2\C(C3=CC(=C(C=C3C2)N2CCOCC2)OC)=O)C=C1)F ((E)-2-(4-chloro-2-fluorobenzylidene)-6-methoxy-5-morpholino-2,3-dihydro-1H-inden-1-one). The reagents and catalysts are [Pd] (Pd/C). The solvent is CO (methanol). Yields the product ClC1=CC(=C(CC2C(C3=CC(=C(C=C3C2)N2CCOCC2)OC)=O)C=C1)F (2-(4-chloro-2-fluorobenzyl)-6-methoxy-5-morpholino-2,3-dihydro-1H-inden-1-one). As a reaction SMILES: [Cl:1][C:2]1[CH:26]=[CH:25][C:5](/[CH:6]=[C:7]2/[C:8](=[O:24])[C:9]3[C:14]([CH2:15]/2)=[CH:13][C:12]([N:16]2[CH2:21][CH2:20][O:19][CH2:18][CH2:17]2)=[C:11]([O:22][CH3:23])[CH:10]=3)=[C:4]([F:27])[CH:3]=1>CO.[Pd]>[Cl:1][C:2]1[CH:26]=[CH:25][C:5]([CH2:6][CH:7]2[CH2:15][C:14]3[C:9](=[CH:10][C:11]([O:22][CH3:23])=[C:12]([N:16]4[CH2:21][CH2:20][O:19][CH2:18][CH2:17]4)[CH:13]=3)[C:8]2=[O:24])=[C:4]([F:27])[CH:3]=1. Procedure: Compound 15 (45 mg, 0.121 mmol) was dissolved in methanol and was added Pd/C 20 mg and stirred the reaction under hydrogen balloon for 6 h. The reaction was filtered through celite bed and washed with excess methanol. The organic layer was concentrated to get the crude compound 16. The crude 16 was purified by flash chromatography using 100-200 mesh silica gel. Compound 16 was eluted at 23% ethyl acetate in hexane as half white coloured solid 2-(4-chloro-2-fluorobenzyl)-6-methoxy-5-morpholino-2,... The reactants are CN(C)C(=O)CN(CCc1cccc(OCc2ccccc2)c1)C1CCOC1, CCO. Product: CN(C)C(=O)CN(CCc1cccc(O)c1)C1CCOC1. As a reaction SMILES: [CH2:1]([c:2]1[cH:3][cH:4][cH:5][cH:6][cH:7]1)[O:8][c:9]1[cH:10][c:11]([CH2:15][CH2:16][N:17]([CH2:18][C:19](=[O:20])[N:21]([CH3:22])[CH3:23])[CH:24]2[CH2:25][O:26][CH2:27][CH2:28]2)[cH:12][cH:13][cH:14]1.[CH3:29][CH2:30][OH:31]>>[OH:8][c:9]1[cH:10][c:11]([CH2:15][CH2:16][N:17]([CH2:18][C:19](=[O:20])[N:21]([CH3:22])[CH3:23])[CH:24]2[CH2:25][O:26][CH2:27][CH2:28]2)[cH:12][cH:13][cH:14]1. Reactants: C(C1=CC=CC=C1)OC1=CC=2N(C=C1)C(=CN2)C(=O)NC2=C1C(=NN(C1=CC=C2)CC2=NC(=CC=C2)C)C2CC2 (7-(Benzyloxy)-N-(3-cyclopropyl-1-((6-methylpyridin-2-yl)methyl)-1H-indazol-4-yl)imidazo[1,2-a]pyridine-3-carboxamide), [H][H] (hydrogen). Reagents/catalysts: [Pd] (Pd/C). The solvent is C1CCOC1 (THF). Conditions: temperature 55 celsius. Yields the product C1(CC1)C1=NN(C2=CC=CC(=C12)NC(=O)C1=CN=C2N1C=CC(=C2)O)CC2=NC(=CC=C2)C (N-(3-cyclopropyl-1-((6-methylpyridin-2-yl)methyl)-1H-indazol-4-yl)-7-hydroxyimidazo[1,2-a]pyridine-3-carboxamide). The yield is 39.1%. Reaction SMILES: C([O:8][C:9]1[CH:14]=[CH:13][N:12]2[C:15]([C:18]([NH:20][C:21]3[CH:29]=[CH:28][CH:27]=[C:26]4[C:22]=3[C:23]([CH:38]3[CH2:40][CH2:39]3)=[N:24][N:25]4[CH2:30][C:31]3[CH:36]=[CH:35][CH:34]=[C:33]([CH3:37])[N:32]=3)=[O:19])=[CH:16][N:17]=[C:11]2[CH:10]=1)C1C=CC=CC=1.[H][H]>[Pd].C1COCC1>[CH:38]1([C:23]2[C:22]3[C:26](=[CH:27][CH:28]=[CH:29][C:21]=3[NH:20][C:18]([C:15]3[N:12]4[CH:13]=[CH:14][C:9]([OH:8])=[CH:10][C:11]4=[N:17][CH:16]=3)=[O:19])[N:25]([CH2:30][C:31]3[CH:36]=[CH:35][CH:34]=[C:33]([CH3:37])[N:32]=3)[N:24]=2)[CH2:40][CH2:39]1. Procedure: A mixture of 7-(benzyloxy)-N-(3-cyclopropyl-1-((6-methylpyridin-2-yl)methyl)-1H-indazol-4-yl)imidazo[1,2-a]pyridine-3-carboxamide (0.75 g, 1.4 mmol; prepared as in Example 157) and 10% Pd/C (Degussa type, 0.75 g, 0.35 mmol) was treated with THF (12 mL). The reaction vessel was heated at 55° C. with stirring while maintaining 100 psi of hydrogen in the headspace of the reaction vessel for 20 hours. The reaction mixture was cooled to ambient temperature and filtered to remove the catalyst. The fil... Starting materials: N12CCCCCC2=NCCC1 (1,8-Diazabicyclo[5.4.0]undec-7-ene), [N+](#[C-])CC(=O)OCC (ethyl isocyanoacetate), [N+](=O)([O-])C(C)=CC1=CC=CC=C1 (2-nitro-3-phenyl-2-propene). Run in O1CCCC1 (tetrahydrofuran), C(C)(C)O (iso-propanol). Conditions: time 4 hour. Product: CC=1C(=C(NC1)C(=O)OCC)C1=CC=CC=C1 (ethyl 4-methyl-3-phenyl-1H-pyrrole-2-carboxylate). Isolated yield 88.7%. Reaction SMILES: N12CCCN=C1CCCCC2.[N+:12]([CH2:14][C:15]([O:17][CH2:18][CH3:19])=[O:16])#[C-:13].[N+]([C:23](=[CH:25][C:26]1[CH:31]=[CH:30][CH:29]=[CH:28][CH:27]=1)[CH3:24])([O-])=O>O1CCCC1.C(O)(C)C>[CH3:24][C:23]1[C:25]([C:26]2[CH:31]=[CH:30][CH:29]=[CH:28][CH:27]=2)=[C:14]([C:15]([O:17][CH2:18][CH3:19])=[O:16])[NH:12][CH:13]=1. Procedure: 1,8-Diazabicyclo[5.4.0]undec-7-ene (3.70 g, 24.6 mmol) was added dropwise to a stirred solution of ethyl isocyanoacetate (1.50 g, 13.3 mmol) and 2-nitro-3-phenyl-2-propene (2.0 g, 12.3 mmol) in a mixture of tetrahydrofuran (15 mL) and iso-propanol (5 mL) at between 10 and 20° C. The reaction mixture was stirred at room temperature for 4 h. Excess tetrahydrofuran was removed in vacuo, water (15 mL) was added to the residue and the mixture was extracted with diethyl ether (3×25 mL). The combined o...